From a dataset of the Open Reaction Database (ORD), a public repository of structured organic reaction records. describe an organic reaction: reactants, conditions, products, and yield Reactants: C(OCCCC)(OCCCC)=O (di-n-butyl carbonate), C[O-].[K+] (potassium methoxide), C(C)(C)(C)C1=CC=C(C=C1)C (4-tert-butyltoluene), C(C)(C)(C)C1CCC(CC1)=O (4-tert-butylcyclohexanone), Cl (HCl). The solvent is C(CCC)O (n-butanol). Product: C(C)(C)(C)C(CCC(=O)OCCCC)CCC(=O)OCCCC (dibutyl 4-tert-butylpimelate). Isolated yield 74.0%. As a reaction SMILES: [C:1](=[O:12])([O:7][CH2:8][CH2:9][CH2:10][CH3:11])OCCCC.C[O-:14].[K+].[C:16]([C:20]1[CH:25]=[CH:24][C:23](C)=[CH:22][CH:21]=1)([CH3:19])([CH3:18])[CH3:17].C([CH:31]1CC[C:34](=[O:37])[CH2:33][CH2:32]1)(C)(C)C.Cl>C(O)CCC>[C:16]([CH:20]([CH2:21][CH2:22][C:1]([O:7][CH2:8][CH2:9][CH2:10][CH3:11])=[O:12])[CH2:25][CH2:24][C:23]([O:37][CH2:34][CH2:33][CH2:32][CH3:31])=[O:14])([CH3:17])([CH3:18])[CH3:19] |f:1.2|. Procedure: 348 g (2 mol) of di-n-butyl carbonate and 140 g (2 mol) of potassium methoxide powder were placed together with 500 ml of 4-tert-butyltoluene in a reaction vessel equipped with a stirrer. 154 g (1 mol) of 4-tert-butylcyclohexanone were metered in at 40° C. over the course of 4 h. The mixture was subsequently stirred with 400 g of n-butanol at 110° C. for 3 h. 600 ml of 10% strength HCl were then added, forming two phases which were easily separated. The aqueous phase was extracted several times ... The reactants are CC1(C(C=2N(C3=CC=CC=C3C2C)CC1)=O)C (6,7,8,9-tetrahydro-8,8,10-trimethylpyrido[1,2-a]indol-9-one), Cl.NO (hydroxylamine hydrochloride). Solvent: N1=CC=CC=C1 (pyridine). Product: CC1(C(C=2N(C3=CC=CC=C3C2C)CC1)=NO)C (6,7,8,9-tetrahydro-8,8,10-trimethylpyrido[1,2-a]indol-9-one oxime). Isolated yield 40.2%. As a reaction SMILES: [CH3:1][C:2]1([CH3:17])[CH2:15][CH2:14][N:5]2[C:6]3[C:11]([C:12]([CH3:13])=[C:4]2[C:3]1=O)=[CH:10][CH:9]=[CH:8][CH:7]=3.Cl.[NH2:19][OH:20]>N1C=CC=CC=1>[CH3:1][C:2]1([CH3:17])[CH2:15][CH2:14][N:5]2[C:6]3[C:11]([C:12]([CH3:13])=[C:4]2[C:3]1=[N:19][OH:20])=[CH:10][CH:9]=[CH:8][CH:7]=3 |f:1.2|. Reported procedure: The title compound is prepared in an analogous manner to Step 1. A mixture of 6,7,8,9-tetrahydro-8,8,10-trimethylpyrido[1,2-a]indol-9-one (700 mg, 3.08 mmol, described in Example 1, Step 3), and hydroxylamine hydrochloride (420 mg, 6.04 mmol) was refluxed in pyridine (40 mL) for 21/2 hours. The reaction mixture was evaporated to dryness in vacuo and the residue suspended in water (20 mL). The insoluble components were extracted with ether (3×40 mL). The combined organic layer was washed with 5% ... Starting materials: C1OC2(C[C@@H]3CC(C([C@@H]3C2)C(=O)OCC)=O)OC1 ((1R,5S)-7,7-ethylenedioxy-2-ethoxycarbonylbicyclo [3,3,0]octan-3-one), [OH-].[Na+] (sodium hydroxide), Cl (hydrochloric acid). Run in O.C(C)O (water ethanol). Reaction conditions: temperature 90 celsius, time 4 hour. The product is C1OC2(C[C@@H]3CC(C[C@@H]3C2)=O)OC1 (7,7-Ethylenedioxy-cis-bicyclo[3.3.0]octan-3-one). RXN SMILES: [CH2:1]1[CH2:18][O:17][C:3]2([CH2:10][C@@H:9]3[C@@H:5]([CH2:6][C:7](=[O:16])[CH:8]3C(OCC)=O)[CH2:4]2)[O:2]1.[OH-].[Na+].Cl>O.C(O)C>[CH2:18]1[CH2:1][O:2][C:3]2([CH2:4][C@@H:5]3[C@@H:9]([CH2:8][C:7](=[O:16])[CH2:6]3)[CH2:10]2)[O:17]1 |f:1.2,4.5|. Reported procedure: A solution of 294 mg of (1S,5R,6R,7S)-3,3-ethylenedioxy-7-hydroxy-6-ethoxycarbonylbicyclo [3.3.0]octane (III)' in methylene chloride (2 ml) as prepared in Example 1 was added to a solution of a chromic anhydride-pyridine complex in methylene chloride [prepared from chromic anhydride (688 mg), pyridine (1088 mg) and methylene chloride (18 ml)], and the mixture was stirred at room temperature for 10 minutes. The supernatant was separated, the residue was washed with ether, and the combined organic... Starting materials: [Mg] (magnesium), viscous oil, [Cl-].[NH4+] (ammonium chloride), CI (methyl iodide), C1OC2[C@H](CCCCCCC(=O)OCC)[C@H](CC2OC1)CCC(CCCCC)=O (ethyl 9-ethylenedioxy-15-oxo-prostanoate). Run in CCOCC (ether), CCOCC (ether), O (water), CCOCC (ether). Yields the product C1OC2[C@H](CCCCCCC(=O)OCC)[C@H](CC2OC1)CCC(CCCCC)(C)O (ethyl 9-ethylenedioxy- 15-hydroxy-15-methyl-prostanoate). Reaction SMILES: [Mg].[CH3:2]I.[CH2:4]1[CH2:23][O:22][CH:21]2[CH:6]([C@@H:7]([C@@H:19]([CH2:24][CH2:25][C:26](=[O:32])[CH2:27][CH2:28][CH2:29][CH2:30][CH3:31])[CH2:20]2)[CH2:8][CH2:9][CH2:10][CH2:11][CH2:12][CH2:13][C:14]([O:16][CH2:17][CH3:18])=[O:15])[O:5]1.[Cl-].[NH4+]>CCOCC.O>[CH2:4]1[CH2:23][O:22][CH:21]2[CH:6]([C@@H:7]([C@@H:19]([CH2:24][CH2:25][C:26]([OH:32])([CH3:2])[CH2:27][CH2:28][CH2:29][CH2:30][CH3:31])[CH2:20]2)[CH2:8][CH2:9][CH2:10][CH2:11][CH2:12][CH2:13][C:14]([O:16][CH2:17][CH3:18])=[O:15])[O:5]1 |f:3.4|. Reported procedure: To a Grignard solution prepared from 207 mg. of magnesium and 1.3 g. of methyl iodide in 10 ml. of ether under nitrogen atmosphere is added a solution of 1.77 g. of ethyl 9-ethylenedioxy-15-oxo-prostanoate (Example 56) in 10 ml. of ether and the resulting mixture is stirred at room temperature for 18 hours. Saturated ammonium chloride (20 ml.) is added followed by 10 ml. of water and 50 ml. of ether. The ethereal solution is washed with saturated sodium chloride solution, dried with anhydrous ma... Reactants: O=S(=O)(NCc1ccncn1)c1ccc(I)cc1, [Na+], [Na+], O=C([O-])[O-], C1COCCO1, OB(O)c1ccc(F)cc1, c1ccc(P(c2ccccc2)(c2ccccc2)[Pd](P(c2ccccc2)(c2ccccc2)c2ccccc2)(P(c2ccccc2)(c2ccccc2)c2ccccc2)P(c2ccccc2)(c2ccccc2)c2ccccc2)cc1. Yields the product O=S(=O)(NCc1ccncn1)c1ccc(-c2ccc(F)cc2)cc1. As a reaction SMILES: [I:1][c:2]1[cH:3][cH:4][c:5]([S:8](=[O:9])(=[O:10])[NH:11][CH2:12][c:13]2[n:14][cH:15][n:16][cH:17][cH:18]2)[cH:6][cH:7]1.[Na+:29].[Na+:30].[O-:31][C:32](=[O:33])[O-:34].[O:35]1[CH2:36][CH2:37][O:38][CH2:39][CH2:40]1.[OH:19][B:20]([OH:21])[c:22]1[cH:23][cH:24][c:25]([F:26])[cH:27][cH:28]1.[cH:41]1[cH:42][cH:43][c:44]([P:45]([Pd:46]([P:47]([c:48]2[cH:49][cH:50][cH:51][cH:52][cH:53]2)([c:54]2[cH:55][cH:56][cH:57][cH:58][cH:59]2)[c:60]2[cH:61][cH:62][cH:63][cH:64][cH:65]2)([P:66]([c:67]2[cH:68][cH:69][cH:70][cH:71][cH:72]2)([c:73]2[cH:74][cH:75][cH:76][cH:77][cH:78]2)[c:79]2[cH:80][cH:81][cH:82][cH:83][cH:84]2)[P:85]([c:86]2[cH:87][cH:88][cH:89][cH:90][cH:91]2)([c:92]2[cH:93][cH:94][cH:95][cH:96][cH:97]2)[c:98]2[cH:99][cH:100][cH:101][cH:102][cH:103]2)([c:104]2[cH:105][cH:106][cH:107][cH:108][cH:109]2)[c:110]2[cH:111][cH:112][cH:113][cH:114][cH:115]2)[cH:116][cH:117]1>>[c:2]1(-[c:22]2[cH:23][cH:24][c:25]([F:26])[cH:27][cH:28]2)[cH:3][cH:4][c:5]([S:8](=[O:9])(=[O:10])[NH:11][CH2:12][c:13]2[n:14][cH:15][n:16][cH:17][cH:18]2)[cH:6][cH:7]1. Starting materials: ice water, OC1CN(CC1)C(=O)OC(C)(C)C (tert-butyl 3-hydroxypyrrolidine-1-carboxylate), ClC=1C(=NC(=C(N1)Cl)CC)C(=O)N (3,5-dichloro-6-ethylpyrazine-2-carboxamide), [H-].[Na+] (sodium hydride). Solvent: CN(C=O)C (N,N-dimethylformamide). Run at time 30 minute. Product: C(N)(=O)C=1N=C(C(=NC1Cl)OC1CN(CC1)C(=O)OC(C)(C)C)CC (tert-butyl 3-[(5-carbamoyl-6-chloro-3-ethylpyrazin-2-yl)oxy]pyrrolidine-1-carboxylate). Yield: 40.1%. As a reaction SMILES: [OH:1][CH:2]1[CH2:6][CH2:5][N:4]([C:7]([O:9][C:10]([CH3:13])([CH3:12])[CH3:11])=[O:8])[CH2:3]1.[H-].[Na+].[Cl:16][C:17]1[C:18]([C:26]([NH2:28])=[O:27])=[N:19][C:20]([CH2:24][CH3:25])=[C:21](Cl)[N:22]=1>CN(C)C=O>[C:26]([C:18]1[N:19]=[C:20]([CH2:24][CH3:25])[C:21]([O:1][CH:2]2[CH2:6][CH2:5][N:4]([C:7]([O:9][C:10]([CH3:13])([CH3:12])[CH3:11])=[O:8])[CH2:3]2)=[N:22][C:17]=1[Cl:16])(=[O:27])[NH2:28] |f:1.2|. Procedure details: To a mixture of tert-butyl 3-hydroxypyrrolidine-1-carboxylate (1 g) and N,N-dimethylformamide (30 mL) was added 55% oily sodium hydride (233 mg) under ice-cooling. After stirring for 30 minutes under ice-cooling, 3,5-dichloro-6-ethylpyrazine-2-carboxamide (1.18 g) was added thereto, followed by further stirring for 1 hour under ice-cooling. The reaction mixture was poured into ice water, followed by extraction with ethyl acetate. The organic phase was washed with saturated brine and then dried o...